describe an organic reaction: reactants, conditions, products, and yield From a dataset of the Open Reaction Database (ORD), a public repository of structured organic reaction records. As a reaction SMILES: C(OC([NH:8][C@H:9]([C:11]1[CH:19]=[CH:18][C:14]([C:15]([OH:17])=[O:16])=[CH:13][CH:12]=1)[CH3:10])=O)(C)(C)C.[Cl:20][Si](C)(C)[CH3:22]>CO>[Cl-:20].[CH3:22][O:17][C:15]([C:14]1[CH:18]=[CH:19][C:11]([C@@H:9]([NH3+:8])[CH3:10])=[CH:12][CH:13]=1)=[O:16] |f:3.4|. The solvent is CO (MeOH). Reactants: C(C)(C)(C)OC(=O)N[C@@H](C)C1=CC=C(C(=O)O)C=C1 (4-{(1S)-1-[(tert-butoxycarbonyl)amino]ethyl}benzoic acid), Cl[Si](C)(C)C (chlorotrimethylsilane). Reaction conditions: time 6 hour. Procedure: To a suspension of 4-{(1S)-1-[(tert-butoxycarbonyl)amino]ethyl}benzoic acid from Example 1, Step 8 (48.0 g, 181 mmol) in MeOH (175 mL) at r.t. was added chlorotrimethylsilane (116 mL, 905 mmol) and the suspension was stirred at r.t. for 6 h (became a clear solution). The solution was concentrated in vacuo to give a white solid which was triturated with ether and filtered. The white solid was collected and dried under high vacuum to give the desired product. The product is [Cl-].COC(=O)C1=CC=C(C=C1)[C@H](C)[NH3+] ((1S)-1-[4-(methoxycarbonyl)phenyl]ethanaminium chloride). The reactants are CCO, Cl, N#CCc1ccc(F)cc1, N, [Na+], O, Cc1ccc(S(=O)(=O)[O-])cc1. Yields the product N=C(N)Cc1ccc(F)cc1, Cc1ccc(S(=O)(=O)O)cc1. Reaction SMILES: [CH3:25][CH2:26][OH:27].[ClH:11].[F:1][c:2]1[cH:3][cH:4][c:5]([CH2:8][C:9]#[N:10])[cH:6][cH:7]1.[NH3:12].[Na+:24].[OH2:28].[c:13]1([CH3:23])[cH:14][cH:15][c:16]([S:19](=[O:20])(=[O:21])[O-:22])[cH:17][cH:18]1>>[F:1][c:2]1[cH:3][cH:4][c:5]([CH2:8][C:9](=[NH:10])[NH2:12])[cH:6][cH:7]1.[c:13]1([CH3:23])[cH:14][cH:15][c:16]([S:19](=[O:20])(=[O:21])[OH:22])[cH:17][cH:18]1. The reactants are CC#N, COc1cccc(C=Cc2nc3sccn3c(=O)c2I)c1OCC1CC1, O=C1CCC(=O)N1I. The product is COc1cccc(C=Cc2nc3sc(C)cn3c(=O)c2I)c1OCC1CC1. As a reaction SMILES: [CH3:35][C:36]#[N:37].[CH:9]1([CH2:12][O:13][c:14]2[c:15]([CH:22]=[CH:23][c:24]3[n:25][c:26]4[n:27]([c:28](=[O:31])[c:29]3[I:30])[cH:32][cH:33][s:34]4)[cH:16][cH:17][cH:18][c:19]2[O:20][CH3:21])[CH2:10][CH2:11]1.[I:1][N:2]1[C:3](=[O:8])[CH2:7][CH2:6][C:4]1=[O:5]>>[CH3:3][c:33]1[cH:32][n:27]2[c:26]([n:25][c:24]([CH:23]=[CH:22][c:15]3[c:14]([O:13][CH2:12][CH:9]4[CH2:10][CH2:11]4)[c:19]([O:20][CH3:21])[cH:18][cH:17][cH:16]3)[c:29]([I:30])[c:28]2=[O:31])[s:34]1. Reactants: CCc1ccc(N=C=O)cc1, Nc1ccc(Oc2ccnc(Cl)c2)cc1. Yields the product CCc1ccc(NC(=O)Nc2ccc(Oc3ccnc(Cl)c3)cc2)cc1. RXN SMILES: [CH2:16]([CH3:17])[c:18]1[cH:19][cH:20][c:21]([N:24]=[C:25]=[O:26])[cH:22][cH:23]1.[Cl:1][c:2]1[n:3][cH:4][cH:5][c:6]([O:8][c:9]2[cH:10][cH:11][c:12]([NH2:15])[cH:13][cH:14]2)[cH:7]1>>[Cl:1][c:2]1[n:3][cH:4][cH:5][c:6]([O:8][c:9]2[cH:10][cH:11][c:12]([NH:15][C:25]([NH:24][c:21]3[cH:20][cH:19][c:18]([CH2:16][CH3:17])[cH:23][cH:22]3)=[O:26])[cH:13][cH:14]2)[cH:7]1. Reactants: N#N.C(C)OC(=O)C(CC(C1=CC=CC=C1)=O)N[C@@H](CCCCNC(C(F)(F)F)=O)C(=O)O (N2 [1-ethoxycarbonyl-3-oxo-3-phenylpropyl]-N6 -trifluoroacetyl-L-lysine), N#N.C(=O)(O)C(CCC1=CC=CC=C1)N[C@@H](CCCCN)C(=O)O (N2 (1-carboxy-3-phenylpropyl)-L-lysine), alcohol. The reagents and catalysts are [Ni] (Raney nickel), [Pd] (palladium), [Pd] (palladium/carbon). Product: N#N.C(C)OC(=O)C(CCC1=CC=CC=C1)N[C@@H](CCCCNC(C(F)(F)F)=O)C(=O)O (N2 (1-ethoxycarbonyl-3-phenylpropyl)-N6 -trifluoroacetyl-L-lysine). As a reaction SMILES: [N:1]#[N:2].[CH2:3]([O:5][C:6]([CH:8]([NH:18][C@H:19]([C:31]([OH:33])=[O:32])[CH2:20][CH2:21][CH2:22][CH2:23][NH:24][C:25](=[O:30])[C:26]([F:29])([F:28])[F:27])[CH2:9][C:10](=O)[C:11]1[CH:16]=[CH:15][CH:14]=[CH:13][CH:12]=1)=[O:7])[CH3:4].N#N.C(C(N[C@H](C(O)=O)CCCCN)CCC1C=CC=CC=1)(O)=O>[Ni].[Pd]>[N:1]#[N:2].[CH2:3]([O:5][C:6]([CH:8]([NH:18][C@H:19]([C:31]([OH:33])=[O:32])[CH2:20][CH2:21][CH2:22][CH2:23][NH:24][C:25](=[O:30])[C:26]([F:27])([F:28])[F:29])[CH2:9][CH2:10][C:11]1[CH:16]=[CH:15][CH:14]=[CH:13][CH:12]=1)=[O:7])[CH3:4] |f:0.1,2.3,6.7|. Procedure: The N2 -(1-carboxy-3-oxo-3-phenylpropyl)-L-lysine derivative can be subjected to catalytic hydrogenolysis proceeding gently in water, an alcohol or a polar protic solvent such as acetic acid in the presence of a suitable amount of an acid such as sulfuric acid, hydrochloric acid or formic acid to give the N2 -(1-carboxy-3-phenylpropyl)-L-lysine derivative in a high yield. In catalytic hydrogenolysis, palladium, Raney nickel, and the like are examples of suitable catalysts. For instance, when N2 ... Reactants: CC(=O)NC1(c2ccccc2)CCN(C(Cc2cc(C(F)(F)F)cc(C(F)(F)F)c2)CC(CN)c2ccc(Cl)c(Cl)c2)CC1, CC(=O)OC(C)=O, CN(C)c1ccncc1, CCN(C(C)C)C(C)C, ClCCl, Cl, C1CCOC1, O. The product is CC(=O)NCC(CC(Cc1cc(C(F)(F)F)cc(C(F)(F)F)c1)N1CCC(NC(C)=O)(c2ccccc2)CC1)c1ccc(Cl)c(Cl)c1. RXN SMILES: [C:1]([CH3:2])(=[O:3])[NH:4][C:5]1([c:39]2[cH:40][cH:41][cH:42][cH:43][cH:44]2)[CH2:6][CH2:7][N:8]([CH:11]([CH2:12][CH:13]([CH2:14][NH2:15])[c:16]2[cH:17][c:18]([Cl:23])[c:19]([Cl:22])[cH:20][cH:21]2)[CH2:24][c:25]2[cH:26][c:27]([C:35]([F:36])([F:37])[F:38])[cH:28][c:29]([C:31]([F:32])([F:33])[F:34])[cH:30]2)[CH2:9][CH2:10]1.[CH3:45][C:46](=[O:47])[O:48][C:49](=[O:50])[CH3:51].[CH3:66][N:67]([CH3:68])[c:69]1[cH:70][cH:71][n:72][cH:73][cH:74]1.[CH:52]([N:53]([CH:54]([CH3:55])[CH3:56])[CH2:57][CH3:58])([CH3:59])[CH3:60].[Cl:76][CH2:77][Cl:78].[ClH:75].[O:61]1[CH2:62][CH2:63][CH2:64][CH2:65]1.[OH2:79]>>[C:1]([CH3:2])(=[O:3])[NH:4][C:5]1([c:39]2[cH:40][cH:41][cH:42][cH:43][cH:44]2)[CH2:6][CH2:7][N:8]([CH:11]([CH2:12][CH:13]([CH2:14][NH:15][C:46]([CH3:45])=[O:47])[c:16]2[cH:17][c:18]([Cl:23])[c:19]([Cl:22])[cH:20][cH:21]2)[CH2:24][c:25]2[cH:26][c:27]([C:35]([F:36])([F:37])[F:38])[cH:28][c:29]([C:31]([F:32])([F:33])[F:34])[cH:30]2)[CH2:9][CH2:10]1. Reactants: C1(=CN2CCCC3=CC=CC1=C23)C=2C(NC(C2C2=CNC3=CC=CC=C23)=O)=O (3-(5,6-dihydro-4H-pyrrolo[3,2,1-ij]quinolin-1-yl)-4(1H-indol-3-yl)pyrrole-2,5-dione), C([O-])([O-])=O.[K+].[K+] (potassium carbonate), CI (methyl iodide), C(C)(=O)OCC (ethyl acetate). The solvent is CN(C=O)C (dimethylformamide). Run at time 48 hour. The product is C1(=CN2CCCC3=CC=CC1=C23)C=2C(N(C(C2C2=CN(C3=CC=CC=C23)C)=O)C)=O (3-(5,6-dihydro-4H-pyrrolo[3,2,1-ij]quinolin-1-yl)-4(1-methylindol-3-yl)-1-methyl pyrrole-2,5-dione). Reaction SMILES: [C:1]1([C:13]2[C:14](=O)[NH:15][C:16](=[O:27])[C:17]=2[C:18]2[C:26]3[C:21](=[CH:22][CH:23]=[CH:24][CH:25]=3)[NH:20][CH:19]=2)[C:11]2=[C:12]3[C:7](=[CH:8][CH:9]=[CH:10]2)[CH2:6][CH2:5][CH2:4][N:3]3[CH:2]=1.[C:29](=[O:32])([O-])[O-].[K+].[K+].CI.[C:37](OCC)(=O)C>CN(C)C=O>[C:1]1([C:13]2[C:29](=[O:32])[N:15]([CH3:14])[C:16](=[O:27])[C:17]=2[C:18]2[C:26]3[C:21](=[CH:22][CH:23]=[CH:24][CH:25]=3)[N:20]([CH3:37])[CH:19]=2)[C:11]2=[C:12]3[C:7](=[CH:8][CH:9]=[CH:10]2)[CH2:6][CH2:5][CH2:4][N:3]3[CH:2]=1 |f:1.2.3|. Procedure details: To a solution of 3-(5,6-dihydro-4H-pyrrolo[3,2,1-ij]quinolin-1-yl)-4(1H-indol-3-yl)pyrrole-2,5-dione (100 mg, see Example 1) in anhydrous dimethylformamide (5 ml) was added potassium carbonate (0.5 g) and methyl iodide (0.1 ml). The mixture was stirred at room temperature for 48 hours then poured into ethyl acetate (100 ml), washed with water (100 ml), dried over anhydrous sodium sulfate and evaporated to give 3-(5,6-dihydro-4H-pyrrolo[3,2,1-ij]quinolin-1-yl)-4(1-methylindol-3-yl)-1-methyl pyrro...